This data is from the Open Reaction Database (ORD), a public repository of structured organic reaction records. The task is: describe an organic reaction: reactants, conditions, products, and yield Reactants: C([O-])([O-])=O.[NH4+].[NH4+] (ammonium carbonate), Cl (hydrogen chloride), ice, C(#N)C=1C=C(C=CC1)N(C(=O)NC1=CC=C(C=C1)C#N)C1CCCCCC1 (N-(3-cyanophenyl)-N'-(4-cyanophenyl)cycloheptylurea). Run in C(C)O (ethanol), C(C)O (ethanol). Run at time 8 hour. Yields the product C(N)(=N)C=1C=C(C=CC1)N(C(=O)NC1=CC=C(C=C1)C(N)=N)C1CCCCCC1 (N-(3-amidinophenyl)-N'-(4-amidinophenyl)cycloheptylurea). Reaction SMILES: Cl.[C:2]([C:4]1[CH:5]=[C:6]([N:10]([CH:22]2[CH2:28][CH2:27][CH2:26][CH2:25][CH2:24][CH2:23]2)[C:11]([NH:13][C:14]2[CH:19]=[CH:18][C:17]([C:20]#[N:21])=[CH:16][CH:15]=2)=[O:12])[CH:7]=[CH:8][CH:9]=1)#[N:3].C(=O)([O-])[O-].[NH4+:33].[NH4+:34]>C(O)C>[C:2]([C:4]1[CH:5]=[C:6]([N:10]([CH:22]2[CH2:28][CH2:27][CH2:26][CH2:25][CH2:24][CH2:23]2)[C:11]([NH:13][C:14]2[CH:15]=[CH:16][C:17]([C:20](=[NH:34])[NH2:21])=[CH:18][CH:19]=2)=[O:12])[CH:7]=[CH:8][CH:9]=1)(=[NH:33])[NH2:3] |f:2.3.4|. Reported procedure: Dry hydrogen chloride gas was bubbled through an ice cooled solution of N-(3-cyanophenyl)-N'-(4-cyanophenyl)cycloheptylurea (0.065 g, 0.21 mmol) in anhydrous ethanol (5 ml) under a nitrogen atmosphere for 15 min. The reaction was stoppered and allowed to warm to ambient temperature and stir overnight. The reaction was concentrated in vacuo to give a white amorphous solid. This was dissolved in anhydrous ethanol (5 ml) and ammonium carbonate (0.118 g, 1.23 mmol) was added. The reaction was stirre... The reactants are CC(C)[N-]C(C)C, CC(C)[Si](C(C)C)(C(C)C)n1cc(C=O)c2cccnc21, COc1cccc(S(=O)(=O)Nc2ccc(F)cc2F)c1, [Li+], C1CCOC1, O. The product is COc1cccc(S(=O)(=O)Nc2ccc(F)c(C(O)c3cn([Si](C(C)C)(C(C)C)C(C)C)c4ncccc34)c2F)c1. Reaction SMILES: [CH:21]([N-:22][CH:23]([CH3:24])[CH3:25])([CH3:26])[CH3:27].[CH:29]([CH3:30])([CH3:31])[Si:32]([n:33]1[cH:34][c:35]([CH:42]=[O:43])[c:36]2[c:37]1[n:38][cH:39][cH:40][cH:41]2)([CH:44]([CH3:45])[CH3:46])[CH:47]([CH3:48])[CH3:49].[F:1][c:2]1[c:3]([NH:9][S:10](=[O:11])(=[O:12])[c:13]2[cH:14][c:15]([O:19][CH3:20])[cH:16][cH:17][cH:18]2)[cH:4][cH:5][c:6]([F:8])[cH:7]1.[Li+:28].[O:51]1[CH2:52][CH2:53][CH2:54][CH2:55]1.[OH2:50]>>[F:1][c:2]1[c:3]([NH:9][S:10](=[O:11])(=[O:12])[c:13]2[cH:14][c:15]([O:19][CH3:20])[cH:16][cH:17][cH:18]2)[cH:4][cH:5][c:6]([F:8])[c:7]1[CH:42]([c:35]1[cH:34][n:33]([Si:32]([CH:29]([CH3:30])[CH3:31])([CH:44]([CH3:45])[CH3:46])[CH:47]([CH3:48])[CH3:49])[c:37]2[c:36]1[cH:41][cH:40][cH:39][n:38]2)[OH:43].